Task: describe an organic reaction: reactants, conditions, products, and yield. Dataset: the Open Reaction Database (ORD), a public repository of structured organic reaction records Starting materials: C(C)(C)(C)OC(=O)N1[C@H](C=O)C[C@H](C1)O[Si](C)(C)C(C)(C)C ((2S,4R)-N-t-butoxycarbonyl-4-(t-butyldimethylsiloxy)prolinal), BrC1=CC(=CC(=C1)Br)Br (1,3,5-tribromobenzene). Yields the product C(C)(C)(C)OC(=O)N1[C@@H](C[C@H](C1)O[Si](C)(C)C(C)(C)C)C(C1=CC(=CC(=C1)Br)Br)O ((2S,4R)-N-t-Butoxycarbonyl-4-t-butyldimethylsiloxy-2-(α-hydroxy-3,5-dibromobenzyl)pyrrolidine). Isolated yield 57.0%. As a reaction SMILES: [C:1]([O:5][C:6]([N:8]1[CH2:14][C@H:13]([O:15][Si:16]([C:19]([CH3:22])([CH3:21])[CH3:20])([CH3:18])[CH3:17])[CH2:12][C@H:9]1[CH:10]=[O:11])=[O:7])([CH3:4])([CH3:3])[CH3:2].[Br:23][C:24]1[CH:29]=[C:28](Br)[CH:27]=[C:26]([Br:31])[CH:25]=1>>[C:1]([O:5][C:6]([N:8]1[CH2:14][C@H:13]([O:15][Si:16]([C:19]([CH3:22])([CH3:21])[CH3:20])([CH3:17])[CH3:18])[CH2:12][C@H:9]1[CH:10]([OH:11])[C:28]1[CH:29]=[C:24]([Br:23])[CH:25]=[C:26]([Br:31])[CH:27]=1)=[O:7])([CH3:4])([CH3:3])[CH3:2]. Reported procedure: (2S,4R)-N-t-Butoxycarbonyl-4-t-butyldimethylsiloxy-2-(α-hydroxy-3,5-dibromobenzyl)pyrrolidine (19.6 g, yield: 56.9%) was prepared as a yellow oily substance, from (2S,4R)-N-t-butoxycarbonyl-4-(t-butyldimethylsiloxy)prolinal (20 g, 60.8 mmol), 1,3,5-tribromobenzene (19.13 g, 60.8 mmol) and 1.6M n-butyl lithium-hexane solution (49.4 ml, 79.04 mmol), in the same manner as in Reference Example 111-1. Reactants: O[C@@H]1[C@@H](SC2=C(NC1=O)C=CC=C2)C2=CC=C(C=C2)OC ((+)-(2S,3S)-2,3-dihydro-3-hydroxy-2-(4-methoxyphenyl)-1,5-benzothiazepin-4(5H)-one), C(=O)([O-])[O-].[K+].[K+] (K2CO3), C(C)(=O)OCC (ethyl acetate), CN(C)CCCl (dimethylaminoethyl chloride). Solvent: O (water), O (H2O), O (water). The product is CN(CCN1C([C@@H]([C@@H](SC2=C1C=CC=C2)C2=CC=C(C=C2)OC)O)=O)C ((+)-(2S,3S)-5-[2-(dimethylamino)ethyl]-2,3-dihydro-3-hydroxy-2-(4-methoxyphenyl)-1,5-benzothiazepin-4(5H)-one). The yield is 69.6%. RXN SMILES: [OH:1][C@H:2]1[C:8](=[O:9])[NH:7][C:6]2[CH:10]=[CH:11][CH:12]=[CH:13][C:5]=2[S:4][C@H:3]1[C:14]1[CH:19]=[CH:18][C:17]([O:20][CH3:21])=[CH:16][CH:15]=1.C(OCC)(=O)C.[CH3:28][N:29]([CH2:31][CH2:32]Cl)[CH3:30].C([O-])([O-])=O.[K+].[K+]>O>[CH3:28][N:29]([CH3:30])[CH2:31][CH2:32][N:7]1[C:6]2[CH:10]=[CH:11][CH:12]=[CH:13][C:5]=2[S:4][C@@H:3]([C:14]2[CH:19]=[CH:18][C:17]([O:20][CH3:21])=[CH:16][CH:15]=2)[C@@H:2]([OH:1])[C:8]1=[O:9] |f:3.4.5|. Reported procedure: A 5-L three-necked flask equipped with a heating mantle, a mechanical stirrer and a condenser was charged with 162 g (0.54 mol) of (+)-(2S,3S)-2,3-dihydro-3-hydroxy-2-(4-methoxyphenyl)-1,5-benzothiazepin-4(5H)-one and then 1 L of ethyl acetate. After stirring to dissolve the solution, 100 g (0.694 mol) of dimethylaminoethyl chloride.HC1 was added in one portion followed by 300 g (2.16 mol) of finely ground K2CO3 and 5 mL of H2O. (The 5 ml. of water was essential to cause a reaction between the p... Reactants: [Br-], CCOC(=O)c1c(S(=O)(=O)Nc2c(OC)cccc2C(F)(F)F)nn2c(C)cc(C)nc12, CC(=O)O, Cl, [K+]. The product is COc1cccc(C(F)(F)F)c1NS(=O)(=O)c1cc2nc(C)cc(C)n2n1. As a reaction SMILES: [Br-:34].[C:1]([O:2][CH2:3][CH3:4])(=[O:5])[c:6]1[c:7]([S:17](=[O:18])(=[O:19])[NH:20][c:21]2[c:22]([C:29]([F:30])([F:31])[F:32])[cH:23][cH:24][cH:25][c:26]2[O:27][CH3:28])[n:8][n:9]2[c:10]1[n:11][c:12]([CH3:16])[cH:13][c:14]2[CH3:15].[C:36]([OH:37])(=[O:38])[CH3:39].[ClH:33].[K+:35]>>[cH:6]1[c:7]([S:17](=[O:18])(=[O:19])[NH:20][c:21]2[c:22]([C:29]([F:30])([F:31])[F:32])[cH:23][cH:24][cH:25][c:26]2[O:27][CH3:28])[n:8][n:9]2[c:10]1[n:11][c:12]([CH3:16])[cH:13][c:14]2[CH3:15]. The reactants are Oc1c(Cl)cc(OCC=C(Cl)Cl)cc1Cl, OCCCOc1ccccc1, C1CCOC1, c1ccc(P(c2ccccc2)c2ccccc2)cc1. Product: ClC(Cl)=CCOc1cc(Cl)c(OCCCOc2ccccc2)c(Cl)c1. RXN SMILES: [Cl:1][c:2]1[c:3]([OH:15])[c:4]([Cl:14])[cH:5][c:6]([O:8][CH2:9][CH:10]=[C:11]([Cl:12])[Cl:13])[cH:7]1.[O:16]([c:17]1[cH:18][cH:19][cH:20][cH:21][cH:22]1)[CH2:23][CH2:24][CH2:25][OH:26].[O:46]1[CH2:47][CH2:48][CH2:49][CH2:50]1.[c:27]1([P:28]([c:29]2[cH:30][cH:31][cH:32][cH:33][cH:34]2)[c:35]2[cH:36][cH:37][cH:38][cH:39][cH:40]2)[cH:41][cH:42][cH:43][cH:44][cH:45]1>>[Cl:1][c:2]1[c:3]([O:15][CH2:25][CH2:24][CH2:23][O:16][c:17]2[cH:18][cH:19][cH:20][cH:21][cH:22]2)[c:4]([Cl:14])[cH:5][c:6]([O:8][CH2:9][CH:10]=[C:11]([Cl:12])[Cl:13])[cH:7]1. Reactants: C=Cc1ccc(N(C)C)nc1, Cc1ccc2[nH]c3c(c2c1)CN(C)CC3, CN1CCCC1=O, [K+], [OH-]. Yields the product Cc1ccc2c(c1)c1c(n2CCc2ccc(N(C)C)nc2)CCN(C)C1. RXN SMILES: [CH3:16][N:17]([c:18]1[n:19][cH:20][c:21]([CH:24]=[CH2:25])[cH:22][cH:23]1)[CH3:26].[CH3:1][N:2]1[CH2:3][c:4]2[c:5]([nH:6][c:7]3[cH:8][cH:9][c:10]([CH3:13])[cH:11][c:12]23)[CH2:14][CH2:15]1.[CH3:29][N:30]1[CH2:31][CH2:32][CH2:33][C:34]1=[O:35].[K+:28].[OH-:27]>>[CH3:1][N:2]1[CH2:3][c:4]2[c:5]([n:6]([CH2:25][CH2:24][c:21]3[cH:20][n:19][c:18]([N:17]([CH3:16])[CH3:26])[cH:23][cH:22]3)[c:7]3[cH:8][cH:9][c:10]([CH3:13])[cH:11][c:12]23)[CH2:14][CH2:15]1. Reactants: CC(C)(C)[O-], CC#N, OCC(F)(F)F, O=S1(=O)c2ccccc2Oc2cc(F)ccc21, [K+]. The product is O=S1(=O)c2ccccc2Oc2cc(OCC(F)(F)F)ccc21. RXN SMILES: [CH3:24][C:25]([CH3:26])([O-:27])[CH3:28].[CH3:30][C:31]#[N:32].[F:18][C:19]([CH2:20][OH:21])([F:22])[F:23].[F:1][c:2]1[cH:3][cH:4][c:5]2[c:14]([cH:15]1)[O:13][c:12]1[c:7]([cH:8][cH:9][cH:10][cH:11]1)[S:6]2(=[O:16])=[O:17].[K+:29]>>[c:2]1([O:21][CH2:20][C:19]([F:18])([F:22])[F:23])[cH:3][cH:4][c:5]2[c:14]([cH:15]1)[O:13][c:12]1[c:7]([cH:8][cH:9][cH:10][cH:11]1)[S:6]2(=[O:16])=[O:17].